This data is from the Open Reaction Database (ORD), a public repository of structured organic reaction records. The task is: describe an organic reaction: reactants, conditions, products, and yield Reactants: C[C@]12CC[C@H]3[C@H]([C@@H]1CC[C@@H]2O)CCC4=CC(=O)CC[C@]34CO (19-Hydroxytestosterone), C[C@@]12C=CC[C@H]1[C@@H]1CCC3C[C@@H](CC[C@]3(C)[C@H]1CC2)O (Androsten-3α-ol), [BH4-].[K+] (potassium borohydride). Run in C(C)O (ethanol). The product is C[C@@]12C(CC[C@H]1[C@@H]1CCC3=CC(CC[C@]3(CO)[C@H]1CC2)=O)O (Androst-4-en-17,19-diol-3-one). As a reaction SMILES: [CH3:1][C@@:2]12[C@@H:10]([OH:11])[CH2:9][CH2:8][C@H:7]1[C@@H:6]1[CH2:12][CH2:13][C:14]3[C@@:20]([CH2:21][OH:22])([C@H:5]1[CH2:4][CH2:3]2)[CH2:19][CH2:18][C:16](=[O:17])[CH:15]=3.C[C@]12CC[C@H]3[C@@H](CCC4[C@]3(C)CC[C@@H](O)C4)[C@@H]1CC=C2.[BH4-].[K+]>C(O)C>[CH3:1][C@:2]12[CH2:3][CH2:4][C@H:5]3[C@@H:6]([CH2:12][CH2:13][C:14]4[C@:20]3([CH2:21][OH:22])[CH2:19][CH2:18][C:16](=[O:17])[CH:15]=4)[C@@H:7]1[CH2:8][CH2:9][CH:10]2[OH:11] |f:2.3|. Procedure: Also known as 19-Hydroxytestosterone, this compound is commercially available from Steraloids, Inc. Alternatively, 19-hydroxyandrost-4-en-3,17-dione (11) is treated with potassium borohydride (KBH4, a) in ethanol at -10° to 0° C. Aqueous work up is followed by extraction and purification to yield 19-hydroxytestosterone (12). Reactants: C([O-])(O)=O.[Na+] (sodium bicarbonate), FC1=C(C(=CC=C1)I)OC (2-fluoro-6-iodoanisole), solution, B(Br)(Br)Br (boron tribromide). The solvent is ClCCl (dichloromethane), ClCCl (dichloromethane). Conditions: time 4 hour. The product is FC1=C(C(=CC=C1)I)O (2-fluoro-6-iodophenol). Yield: 103.2%. Reaction SMILES: [F:1][C:2]1[CH:7]=[CH:6][CH:5]=[C:4]([I:8])[C:3]=1[O:9]C.B(Br)(Br)Br.C(=O)(O)[O-].[Na+]>ClCCl>[F:1][C:2]1[CH:7]=[CH:6][CH:5]=[C:4]([I:8])[C:3]=1[OH:9] |f:2.3|. Procedure details: To a solution of 2-fluoro-6-iodoanisole (Justus Liebigs, Ann. Chem., 746:134, 1971; 4.31 g, 17.1 mmol) in dichloromethane (35 ml) is added a 1M solution of boron tribromide in dichloromethane (18.2 ml). The mixture is kept under argon and stirred for 4 hours at room temperature. The mixture is poured into a saturated aqueous sodium bicarbonate solution and the aqueous layer is extracted with ethyl acetate. The combined organic layers are dried over sodium sulfate and concentrated under reduced p... Starting materials: COCCOc1cc(C(=O)OC)c([N+](=O)[O-])cc1OC, CCOC(C)=O, [H][H]. Product: COCCOc1cc(C(=O)OC)c(N)cc1OC. As a reaction SMILES: [CH3:1][O:2][c:3]1[cH:4][c:5]([N+:18]([O-:19])=[O:20])[c:6]([C:7](=[O:8])[O:9][CH3:10])[cH:11][c:12]1[O:13][CH2:14][CH2:15][O:16][CH3:17].[CH3:23][CH2:24][O:25][C:26]([CH3:27])=[O:28].[H:21][H:22]>>[CH3:1][O:2][c:3]1[cH:4][c:5]([NH2:18])[c:6]([C:7](=[O:8])[O:9][CH3:10])[cH:11][c:12]1[O:13][CH2:14][CH2:15][O:16][CH3:17]. Reactants: E9, FC=1C=C(C#N)C=C(C1)CO (3-fluoro-5-(hydroxymethyl)benzonitrile), ClC=1C=C2N(C(N1)=O)CC(N2C)C (7-chloro-1,2-dimethyl-2,3-dihydroi-midazo[1,2-c]pyrimidin-5(1H)-one). Product: CN1C(CN2C(N=C(C=C21)OCC=2C=C(C#N)C=C(C2)F)=O)C (3-(((1,2-dimethyl-5-oxo-1,2,3,5-tetrahydroimidazo[1,2-c]pyrimidin-7-yl)oxy)methyl)-5-fluorobenzonitrile). RXN SMILES: [F:1][C:2]1[CH:3]=[C:4]([CH:7]=[C:8]([CH2:10][OH:11])[CH:9]=1)[C:5]#[N:6].Cl[C:13]1[CH:14]=[C:15]2[N:22]([CH3:23])[CH:21]([CH3:24])[CH2:20][N:16]2[C:17](=[O:19])[N:18]=1>>[CH3:23][N:22]1[C:15]2[N:16]([C:17](=[O:19])[N:18]=[C:13]([O:11][CH2:10][C:8]3[CH:7]=[C:4]([CH:3]=[C:2]([F:1])[CH:9]=3)[C:5]#[N:6])[CH:14]=2)[CH2:20][CH:21]1[CH3:24]. Procedure details: The title compound was prepared by a procedure similar to that described for E9 starting from 3-fluoro-5-(hydroxymethyl)benzonitrile and 7-chloro-1,2-dimethyl-2,3-dihydroi-midazo[1,2-c]pyrimidin-5(1H)-one. Reactants: CCCC[Sn](CCCC)(CCCC)c1cc(C=O)co1, Fc1cccc(COc2ccc(Nc3ncnc4cnc(Cl)cc34)cc2)c1, C1COCCO1. As a reaction SMILES: [CH2:28]([Sn:29]([CH2:30][CH2:31][CH2:32][CH3:40])([c:33]1[cH:34][c:35]([CH:38]=[O:39])[cH:36][o:37]1)[CH2:41][CH2:42][CH2:43][CH3:44])[CH2:45][CH2:46][CH3:47].[Cl:1][c:2]1[cH:3][c:4]2[c:5]([n:6][cH:7][n:8][c:9]2[NH:10][c:11]2[cH:12][cH:13][c:14]([O:17][CH2:18][c:19]3[cH:20][c:21]([F:25])[cH:22][cH:23][cH:24]3)[cH:15][cH:16]2)[cH:26][n:27]1.[O:48]1[CH2:49][CH2:50][O:51][CH2:52][CH2:53]1>>[c:2]1(-[c:33]2[cH:34][c:35]([CH:38]=[O:39])[cH:36][o:37]2)[cH:3][c:4]2[c:5]([n:6][cH:7][n:8][c:9]2[NH:10][c:11]2[cH:12][cH:13][c:14]([O:17][CH2:18][c:19]3[cH:20][c:21]([F:25])[cH:22][cH:23][cH:24]3)[cH:15][cH:16]2)[cH:26][n:27]1. Product: O=Cc1coc(-c2cc3c(Nc4ccc(OCc5cccc(F)c5)cc4)ncnc3cn2)c1.